Dataset: the Open Reaction Database (ORD), a public repository of structured organic reaction records. Task: describe an organic reaction: reactants, conditions, products, and yield The reactants are BrC=1C(=C2N=CC(NC2=CC1Cl)=O)[N+](=O)[O-] (6-bromo-7-chloro-5-nitroquinoxaline-2(1H)-one), [N+](=O)([O-])[O-].[K+] (KNO3). Run in OS(=O)(=O)O (H2SO4). Run at time 65 hour. Product: BrC=1C(=C2NC(C(NC2=CC1Cl)=O)=O)[N+](=O)[O-] (6-Bromo-7-chloro-5-nitro-1,4-dihydro-2,3-quinoxalinedione). The yield is 38.1%. RXN SMILES: [Br:1][C:2]1[C:3]([N+:14]([O-:16])=[O:15])=[C:4]2[C:9](=[CH:10][C:11]=1[Cl:12])[NH:8][C:7](=[O:13])[CH:6]=[N:5]2.[N+]([O-])([O-])=[O:18].[K+]>OS(O)(=O)=O>[Br:1][C:2]1[C:3]([N+:14]([O-:16])=[O:15])=[C:4]2[C:9](=[CH:10][C:11]=1[Cl:12])[NH:8][C:7](=[O:13])[C:6](=[O:18])[NH:5]2 |f:1.2|. Reported procedure: To a stirred solution of 6-bromo-7-chloro-5-nitroquinoxaline-2(1H)-one (0.025 g, 0.082 mmol) in conc. H2SO4 (0.5 mL) was added KNO3 (0.011 g, 0.11 mmol) and the resulting dark red solution was stirred at r.t. for 65 h. The solution was then cooled in an ice-bath and diluted with ice to a total volume of 5.0 mL. The precipitated solid was filtered, washed with water (2.0 mL) and dried under vacuum to give 0.019 g (72%) of crude product. It was purified as follows. Crude product (0.016 g) was take... The reactants are N1=CC(=CC=C1)C(=O)C1C(NC2=CC=CC=C12)=O (3-(3-pyridylcarbonyl)-2-oxindole), C(C)(=O)OC(C)=O (acetic anhydride). Yields the product C(C)(=O)N1C(C(C2=CC=CC=C12)C(=O)C=1C=NC=CC1)=O (1-Acetyl-3-(3-pyridylcarbonyl)-2-oxindole). Isolated yield 53.0%. As a reaction SMILES: [N:1]1[CH:6]=[CH:5][CH:4]=[C:3]([C:7]([CH:9]2[C:17]3[C:12](=[CH:13][CH:14]=[CH:15][CH:16]=3)[NH:11][C:10]2=[O:18])=[O:8])[CH:2]=1.[C:19](OC(=O)C)(=[O:21])[CH3:20]>>[C:19]([N:11]1[C:12]2[C:17](=[CH:16][CH:15]=[CH:14][CH:13]=2)[CH:9]([C:7]([C:3]2[CH:2]=[N:1][CH:6]=[CH:5][CH:4]=2)=[O:8])[C:10]1=[O:18])(=[O:21])[CH3:20]. Procedure details: Acetylation of 3-(3-pyridylcarbonyl)-2-oxindole with acetic anhydride, substantially according to the procedure of Example 1, afforded a 53% yield of the title compound, m.p. 141°-142.5 C. Reactants: S1C=NC2=C1C=C(C=C2)C2(CC2)C2=NN=C1N2N=C(C=N1)C1=CC=C(C(=O)N[C@H](C(=O)OC(C)(C)C)C(C)(C)C)C=C1 (tert-butyl (2S)-2-[(4-{3-[1-(1,3-benzothiazol-6-yl)cyclopropyl][1,2,4]-triazolo[4,3-b][1,2,4]triazin-6-yl}benzoyl)amino]-3,3-dimethylbutanoate). Run in FC(C(=O)O)(F)F (trifluoroacetic acid), C(Cl)Cl (methylene chloride). Run at time 2 hour. Yields the product S1C=NC2=C1C=C(C=C2)C2(CC2)C2=NN=C1N2N=C(C=N1)C1=CC=C(C(=O)N[C@H](C(=O)O)C(C)(C)C)C=C1 ((2S)-2-[(4-{3-[1-(1,3-Benzothiazol-6-yl)cyclopropyl][1,2,4]triazolo[4,3-b][1,2,4]triazin-6-yl}benzoyl)amino]-3,3-dimethylbutanoic acid). RXN SMILES: [S:1]1[C:5]2[CH:6]=[C:7]([C:10]3([C:13]4[N:17]5[N:18]=[C:19]([C:22]6[CH:42]=[CH:41][C:25]([C:26]([NH:28][C@@H:29]([C:37]([CH3:40])([CH3:39])[CH3:38])[C:30]([O:32]C(C)(C)C)=[O:31])=[O:27])=[CH:24][CH:23]=6)[CH:20]=[N:21][C:16]5=[N:15][N:14]=4)[CH2:12][CH2:11]3)[CH:8]=[CH:9][C:4]=2[N:3]=[CH:2]1>FC(F)(F)C(O)=O.C(Cl)Cl>[S:1]1[C:5]2[CH:6]=[C:7]([C:10]3([C:13]4[N:17]5[N:18]=[C:19]([C:22]6[CH:42]=[CH:41][C:25]([C:26]([NH:28][C@@H:29]([C:37]([CH3:38])([CH3:40])[CH3:39])[C:30]([OH:32])=[O:31])=[O:27])=[CH:24][CH:23]=6)[CH:20]=[N:21][C:16]5=[N:15][N:14]=4)[CH2:11][CH2:12]3)[CH:8]=[CH:9][C:4]=2[N:3]=[CH:2]1. Reported procedure: A mixture of tert-butyl (2S)-2-[(4-{3-[1-(1,3-benzothiazol-6-yl)cyclopropyl][1,2,4]-triazolo[4,3-b][1,2,4]triazin-6-yl}benzoyl)amino]-3,3-dimethylbutanoate (33.0 mg, 0.056 mmol) in trifluoroacetic acid (1.0 mL) and methylene chloride (1.0 mL) was stirred at RT for 2 h. The volatiles were evaporated under reduced pressure to afford the desired product which was directly used in the next step without further purification. Analytical LCMS: (M+H)+=528.0. Starting materials: C(C)(C)(C)OC(NCCC1(SC(=NN1C(C(C)(C)C)=O)NC(C(C)(C)C)=O)C1=CC=CC=C1)=O ({2-[3-(2,2-dimethylpropionyl)-5-(2,2-dimethylpropionylamino)-2-phenyl-2,3-dihydro-1,3,4-thiadiazol-2-yl]ethyl}-carbamic acid tert-butyl ester), FC(C(=O)O)(F)F (trifluoroacetic acid). The solvent is ClCCl (dichloromethane). Conditions: time 3 hour. Yields the product FC(C(=O)[O-])(F)F (trifluoroacetate), NCCC1(N(N=C(S1)NC(C(C)(C)C)=O)C(C(C)(C)C)=O)C1=CC=CC=C1 (N-[5-(2-aminoethyl)-4-(2,2-dimethylpropionyl)-5-phenyl-4,5-dihydro-1,3,4-thiadiazol-2-yl]-2,2-dimethylpropanamide). Isolated yield 90.0%. RXN SMILES: C(OC(=O)[NH:7][CH2:8][CH2:9][C:10]1([C:28]2[CH:33]=[CH:32][CH:31]=[CH:30][CH:29]=2)[N:14]([C:15](=[O:20])[C:16]([CH3:19])([CH3:18])[CH3:17])[N:13]=[C:12]([NH:21][C:22](=[O:27])[C:23]([CH3:26])([CH3:25])[CH3:24])[S:11]1)(C)(C)C.[F:35][C:36]([F:41])([F:40])[C:37]([OH:39])=[O:38]>ClCCl>[F:35][C:36]([F:41])([F:40])[C:37]([O-:39])=[O:38].[NH2:7][CH2:8][CH2:9][C:10]1([C:28]2[CH:29]=[CH:30][CH:31]=[CH:32][CH:33]=2)[S:11][C:12]([NH:21][C:22](=[O:27])[C:23]([CH3:24])([CH3:25])[CH3:26])=[N:13][N:14]1[C:15](=[O:20])[C:16]([CH3:19])([CH3:17])[CH3:18]. Procedure: {2-[3-(2,2-Dimethylpropionyl)-5-(2,2-dimethylpropionylamino)-2-phenyl-2,3-dihydro-1,3,4-thiadiazol-2-yl]ethyl}carbamic acid tert-butyl ester (274 mg, 0.557 mmol) obtained in Step 2 mentioned above was dissolved in dichloromethane (10 mL). To the resulting solution was added trifluoroacetic acid (1.0 mL), and the mixture was stirred at room temperature for 3 hours, and then concentrated under reduced pressure. To the residue was added diisopropyl ether, and the mixture was stirred for 3 hours. Th... The reactants are [BH4-], CO, CC(C)COc1ccc(N)c(C(=O)c2cccc(CNC(=O)OC(C)(C)C)c2)c1, [Na+]. Yields the product CC(C)COc1ccc(N)c(C(O)c2cccc(CNC(=O)OC(C)(C)C)c2)c1. As a reaction SMILES: [BH4-:30].[CH3:32][OH:33].[NH2:1][c:2]1[c:3]([C:4](=[O:5])[c:6]2[cH:7][c:8]([CH2:12][NH:13][C:14](=[O:15])[O:16][C:17]([CH3:18])([CH3:19])[CH3:20])[cH:9][cH:10][cH:11]2)[cH:21][c:22]([O:25][CH2:26][CH:27]([CH3:28])[CH3:29])[cH:23][cH:24]1.[Na+:31]>>[NH2:1][c:2]1[c:3]([CH:4]([OH:5])[c:6]2[cH:7][c:8]([CH2:12][NH:13][C:14](=[O:15])[O:16][C:17]([CH3:18])([CH3:19])[CH3:20])[cH:9][cH:10][cH:11]2)[cH:21][c:22]([O:25][CH2:26][CH:27]([CH3:28])[CH3:29])[cH:23][cH:24]1. The reactants are COC=1C=C(C(=CC1)NC(C)=O)C (3-methoxy-6-acetylaminotoluene), COC=1C=C(C(=CC1)N(C1=CC=CC=C1)C(C)=O)C (3-methoxy-6-(N-acetylanilino) toluene), II (iodine), BrC1=CC=CC=C1 (bromobenzene), C([O-])([O-])=O.[K+].[K+] (potassium carbonate), [OH-].[Na+] (caustic soda). Reagents/catalysts: [Cu] (copper). Run in O (water). Reaction conditions: temperature 180 celsius. Yields the product COC=1C=C(C(=CC1)NC1=CC=CC=C1)C (3-methoxy-6-anilinotoluene). Yield: 90.5%. As a reaction SMILES: COC1C=C(C)C(NC(=O)C)=CC=1.BrC1C=CC=CC=1.C(=O)([O-])[O-].[K+].[K+].II.[CH3:29][O:30][C:31]1[CH:32]=[C:33]([CH3:47])[C:34]([N:37](C(=O)C)[C:38]2[CH:43]=[CH:42][CH:41]=[CH:40][CH:39]=2)=[CH:35][CH:36]=1.[OH-].[Na+]>[Cu].O>[CH3:29][O:30][C:31]1[CH:32]=[C:33]([CH3:47])[C:34]([NH:37][C:38]2[CH:39]=[CH:40][CH:41]=[CH:42][CH:43]=2)=[CH:35][CH:36]=1 |f:2.3.4,7.8|. Procedure details: 24 g. of 3-methoxy-6-acetylaminotoluene, 31.6 g. of bromobenzene, 10.38 g. of potassium carbonate, 0.6 g. of copper powder and 0.01 g. of iodine were refluxed under ordinary pressure on the oil bath for 48 hours. Then excess bromobenzene was recovered by means of steam distillation, and the reamining reaction mixture was distilled in a vacuum to obtain 29.2 g. (85.0 percent of theoretical yields) of 3-methoxy-6-(N-acetylanilino) toluene as a light yellowish brown solid having a melting point at ...